This data is from the Open Reaction Database (ORD), a public repository of structured organic reaction records. The task is: describe an organic reaction: reactants, conditions, products, and yield Starting materials: ClC1=C(C(=NC=N1)N)N (6-Chloropyrimidine-4,5-diamine), ClC1=C(C(=NC=N1)N)N (6-Chloropyrimidine-4,5-diamine), I (HI), C(=O)(O)[O-].[Na+] (NaHCO3). Reaction conditions: temperature 0 celsius, time 30 minute. Yields the product IC1=C(C(=NC=N1)N)N (6-Iodopyrimidine-4,5-diamine). Isolated yield 98.0%. RXN SMILES: Cl[C:2]1[N:7]=[CH:6][N:5]=[C:4]([NH2:8])[C:3]=1[NH2:9].[IH:10].C([O-])(O)=O.[Na+]>>[I:10][C:2]1[N:7]=[CH:6][N:5]=[C:4]([NH2:8])[C:3]=1[NH2:9] |f:2.3|. Reported procedure: 6-Chloropyrimidine-4,5-diamine (Intermediate 88) (90 mg) was added slowly to HI (57%, aq) (2 mL) at 0° C. The reaction mixture was allowed to stir at 0° C. for 30 minutes and then at ambient temperature for 24 hours. NaHCO3 (sat aq.) was added dropwise until the reaction mixture was pH 8. The product was extracted with EtOAc (3×15 mL). The combined organics were dried (MgSO4), filtered and concentrated in vacuo to afford the title compound as a grey solid (144 mg, 98%); The reactants are [Na] (sodium), CI (methyl iodide), N (ammonia), NC[C@H]1CN([C@@H]2CC3=CNC4=CC=CC([C@H]2C1)=C34)C (8β-aminomethyl-6-methyl-ergoline). Solvent: CCOCC (ether), C(C)O (ethanol), CCOCC (ether). The product is NC[C@H]1CN([C@@H]2CC3=CN(C4=CC=CC([C@H]2C1)=C34)C)C (8β-Aminomethyl-1,6-dimethyl-ergoline). As a reaction SMILES: [Na].N.[NH2:3][CH2:4][C@@H:5]1[CH2:19][C@H:18]2[C@@H:8]([CH2:9][C:10]3[C:20]4[C:13](=[CH:14][CH:15]=[CH:16][C:17]2=4)[NH:12][CH:11]=3)[N:7]([CH3:21])[CH2:6]1.[CH3:22]I>CCOCC.C(O)C>[NH2:3][CH2:4][C@@H:5]1[CH2:19][C@H:18]2[C@@H:8]([CH2:9][C:10]3[C:20]4[C:13](=[CH:14][CH:15]=[CH:16][C:17]2=4)[N:12]([CH3:22])[CH:11]=3)[N:7]([CH3:21])[CH2:6]1 |^1:0|. Procedure details: A mixture of 8 ml. of dry ethanol and 10 ml. of dry ether is added dropwise, within 20 minutes to the stirred solution of 1.9 g. of metallic sodium in 300 ml. of liquid ammonia. Upon this procedure the initially deep blue solution turns gradually colorless. Thereafter 2.53 g. of dried 8β-aminomethyl-6-methyl-ergoline, prepared as described in Step B above, are added, the mixture is stirred until complete dissolution occurs (for 5 minutes), and then a solution of 6.6 g. of methyl iodide in 8 ml. ...